Dataset: the Open Reaction Database (ORD), a public repository of structured organic reaction records. Task: describe an organic reaction: reactants, conditions, products, and yield The reactants are CN(C(CCC=1N=CNC1C)=O)C (N,N-dimethyl-3-(5-methyl-1H-imidazol-4-yl)propanamide), Cl (hydrogen chloride). Solvent: C(C)O (ethanol). The product is Cl.Cl.CN(C(CCC=1N=CNC1C)=O)C (N,N-dimethyl-3-(5-methyl-1H-imidazol-4-yl)propanamide dihydrochloride). Reaction SMILES: [CH3:1][N:2]([CH3:13])[C:3](=[O:12])[CH2:4][CH2:5][C:6]1[N:7]=[CH:8][NH:9][C:10]=1[CH3:11].[ClH:14]>C(O)C>[ClH:14].[ClH:14].[CH3:13][N:2]([CH3:1])[C:3](=[O:12])[CH2:4][CH2:5][C:6]1[N:7]=[CH:8][NH:9][C:10]=1[CH3:11] |f:3.4.5|. Procedure details: A solution of N,N-dimethyl-3-(5-methyl-1H-imidazol-4-yl)propanamide (250 mg) in ethanol (10 ml) was acidified (to pH 1) by the addition of ethanolic hydrogen chloride. The yellow solution was evaporated and the residual oil triturated with ether (10 ml) and evaporated to give N,N-dimethyl-3-(5-methyl-1H-imidazol-4-yl)propanamide dihydrochloride as white crystals. 1-Methyl-2-phenylindole (343 mg) and phosphorus oxychloride (0.19 ml) were added and the mixture heated at 85° for 1.5 h. The mixture ...